Dataset: the Open Reaction Database (ORD), a public repository of structured organic reaction records. Task: describe an organic reaction: reactants, conditions, products, and yield Yields the product CCSc1ccccc1O. Reactants: CCSSCC, [O-]c1ccccc1, [O-]c1ccccc1, [O-]c1ccccc1, [O-]c1ccccc1, Oc1ccccc1, [Zr+4]. As a reaction SMILES: [CH2:8]([CH3:9])[S:10][S:11][CH2:12][CH3:13].[O-:14][c:15]1[cH:16][cH:17][cH:18][cH:19][cH:20]1.[O-:22][c:23]1[cH:24][cH:25][cH:26][cH:27][cH:28]1.[O-:29][c:30]1[cH:31][cH:32][cH:33][cH:34][cH:35]1.[O-:36][c:37]1[cH:38][cH:39][cH:40][cH:41][cH:42]1.[OH:1][c:2]1[cH:3][cH:4][cH:5][cH:6][cH:7]1.[Zr+4:21]>>[OH:1][c:2]1[c:3]([S:10][CH2:8][CH3:9])[cH:4][cH:5][cH:6][cH:7]1. Reactants: BrC=1C=C(C=C(C1C)Cl)C=1CCC(NN1)=O (6-(3-bromo-5-chloro-4-methylphenyl)-4,5-dihydro-3(2H)pyridazinone), BrBr (bromine). The solvent is C(C)(=O)O (acetic acid). The product is BrC=1C=C(C=C(C1C)Cl)C=1C=CC(NN1)=O (6-(3-bromo-5-chloro-4-methylphenyl)-3(2H)pyridazinone). RXN SMILES: [Br:1][C:2]1[CH:3]=[C:4]([C:10]2[CH2:11][CH2:12][C:13](=[O:16])[NH:14][N:15]=2)[CH:5]=[C:6]([Cl:9])[C:7]=1[CH3:8].BrBr>C(O)(=O)C>[Br:1][C:2]1[CH:3]=[C:4]([C:10]2[CH:11]=[CH:12][C:13](=[O:16])[NH:14][N:15]=2)[CH:5]=[C:6]([Cl:9])[C:7]=1[CH3:8]. Procedure details: 3 In acetic acid heated to 70° C. was suspended 6.3 g. of 6-(3-bromo-5-chloro-4-methylphenyl)-4,5-dihydro-3(2H)pyridazinone, and to this suspension was added dropwise with stirring 3.7 g. of bromine. After completion of the addition, the reaction mixture was treated in the manner as in Example 1 - 3 to give 6.2 g. of the desired product of m.p. 247° - 250° C. The reactants are CC(C)(C)Oc1cc(Br)ccn1, O=C([O-])[O-], CC(C)(C)OC(=O)NCc1ccc(B(O)O)cc1, Cc1ccccc1, CCO, [K+], [K+], O. Yields the product CC(C)(C)OC(=O)NCc1ccc(-c2ccnc(OC(C)(C)C)c2)cc1. RXN SMILES: [Br:25][c:26]1[cH:27][c:28]([O:32][C:33]([CH3:34])([CH3:35])[CH3:36])[n:29][cH:30][cH:31]1.[C:19](=[O:20])([O-:21])[O-:22].[C:1]([CH3:2])([CH3:3])([CH3:4])[O:5][C:6](=[O:7])[NH:8][CH2:9][c:10]1[cH:11][cH:12][c:13]([B:16]([OH:17])[OH:18])[cH:14][cH:15]1.[CH3:37][c:38]1[cH:39][cH:40][cH:41][cH:42][cH:43]1.[CH3:44][CH2:45][OH:46].[K+:23].[K+:24].[OH2:47]>>[C:1]([CH3:2])([CH3:3])([CH3:4])[O:5][C:6](=[O:7])[NH:8][CH2:9][c:10]1[cH:11][cH:12][c:13](-[c:26]2[cH:27][c:28]([O:32][C:33]([CH3:34])([CH3:35])[CH3:36])[n:29][cH:30][cH:31]2)[cH:14][cH:15]1.